From a dataset of the Open Reaction Database (ORD), a public repository of structured organic reaction records. describe an organic reaction: reactants, conditions, products, and yield Starting materials: C(CC)C1=NC2=C(N1CC1=CC=C(C=C1)C1=C(C=CC=C1)C1=NN=NN1C(C1=CC=CC=C1)(C1=CC=CC=C1)C1=CC=CC=C1)C=C(C=C2Cl)NC(=NC#N)NC (4'-[(2-n-propyl-4-chloro-6-(2-cyano-3-methyl-guanidino)-1H-benzimidazol-1-yl]-methyl]-2-(1-triphenylmethyl-tetrazol-5-yl)biphenyl), Cl (hydrochloric acid). The product is C(CC)C1=NC2=C(N1CC1=CC=C(C=C1)C1=C(C=CC=C1)C1=NN=NN1)C=C(C=C2Cl)NC(=NC#N)NC (4'-[[2-n-Propyl-4-chloro-6-(2-cyano-3-methyl-guanidino) -1H-benzimidazol-1-yl]-methyl]-2-(1H-tetrazol-5-yl)-biphenyl). Reaction SMILES: [CH2:1]([C:4]1[N:8]([CH2:9][C:10]2[CH:15]=[CH:14][C:13]([C:16]3[CH:21]=[CH:20][CH:19]=[CH:18][C:17]=3[C:22]3[N:26](C(C4C=CC=CC=4)(C4C=CC=CC=4)C4C=CC=CC=4)[N:25]=[N:24][N:23]=3)=[CH:12][CH:11]=2)[C:7]2[CH:46]=[C:47]([NH:51][C:52]([NH:56][CH3:57])=[N:53][C:54]#[N:55])[CH:48]=[C:49]([Cl:50])[C:6]=2[N:5]=1)[CH2:2][CH3:3].Cl>>[CH2:1]([C:4]1[N:8]([CH2:9][C:10]2[CH:11]=[CH:12][C:13]([C:16]3[CH:21]=[CH:20][CH:19]=[CH:18][C:17]=3[C:22]3[NH:23][N:24]=[N:25][N:26]=3)=[CH:14][CH:15]=2)[C:7]2[CH:46]=[C:47]([NH:51][C:52]([NH:56][CH3:57])=[N:53][C:54]#[N:55])[CH:48]=[C:49]([Cl:50])[C:6]=2[N:5]=1)[CH2:2][CH3:3]. Procedure: Prepared analogously to Example 4d from 4'-[(2-n-propyl-4-chloro-6-(2-cyano-3-methyl-guanidino)-1H-benzimidazol-1-yl]-methyl]-2-(1-triphenylmethyl-tetrazol-5-yl)biphenyl and methanolic hydrochloric acid. Yields the product CC(C)(C)OC(=O)N1CCCC1COc1ccc(Oc2ccc(-c3cccnc3)cc2)cc1. Starting materials: CC(C)(C)OC(=O)N1CCCC1COc1ccc(I)cc1, O=C([O-])[O-], CN(C)CC(=O)O, CCOC(C)=O, Cl, [Cs+], [Cs+], C1COCCO1, O, Oc1ccc(-c2cccnc2)cc1. As a reaction SMILES: [C:14]([CH3:15])([CH3:16])([CH3:17])[O:18][C:19](=[O:20])[N:21]1[CH:22]([CH2:26][O:27][c:28]2[cH:29][cH:30][c:31]([I:34])[cH:32][cH:33]2)[CH2:23][CH2:24][CH2:25]1.[C:35](=[O:36])([O-:37])[O-:38].[CH3:42][N:43]([CH3:44])[CH2:45][C:46]([OH:47])=[O:48].[CH3:55][CH2:56][O:57][C:58]([CH3:59])=[O:60].[ClH:41].[Cs+:39].[Cs+:40].[O:49]1[CH2:50][CH2:51][O:52][CH2:53][CH2:54]1.[OH2:61].[n:1]1[cH:2][c:3](-[c:7]2[cH:8][cH:9][c:10]([OH:13])[cH:11][cH:12]2)[cH:4][cH:5][cH:6]1>>[n:1]1[cH:2][c:3](-[c:7]2[cH:8][cH:9][c:10]([O:13][c:31]3[cH:30][cH:29][c:28]([O:27][CH2:26][CH:22]4[N:21]([C:19]([O:18][C:14]([CH3:15])([CH3:16])[CH3:17])=[O:20])[CH2:25][CH2:24][CH2:23]4)[cH:33][cH:32]3)[cH:11][cH:12]2)[cH:4][cH:5][cH:6]1.